From a dataset of the Open Reaction Database (ORD), a public repository of structured organic reaction records. describe an organic reaction: reactants, conditions, products, and yield The reactants are ice water, COC(C1=C(C=CC=C1[N+](=O)[O-])CBr)=O (2-bromomethyl-6-nitro-benzoic acid methyl ester), NC1=CC=CC=C1 (aniline), N1=CC=CC=C1 (pyridine). Run in C(C)O (ethanol). Yields the product [N+](=O)([O-])C=1C=CC=C2CN(C(C12)=O)C1=CC=CC=C1 (7-nitro-2-phenyl-2,3-dihydro-isoindol-1-one). The yield is 62.0%. As a reaction SMILES: CO[C:3](=[O:15])[C:4]1[C:9]([N+:10]([O-:12])=[O:11])=[CH:8][CH:7]=[CH:6][C:5]=1[CH2:13]Br.[NH2:16][C:17]1[CH:22]=[CH:21][CH:20]=[CH:19][CH:18]=1.N1C=CC=CC=1>C(O)C>[N+:10]([C:9]1[CH:8]=[CH:7][CH:6]=[C:5]2[C:4]=1[C:3](=[O:15])[N:16]([C:17]1[CH:22]=[CH:21][CH:20]=[CH:19][CH:18]=1)[CH2:13]2)([O-:12])=[O:11]. Procedure details: A solution of 2-bromomethyl-6-nitro-benzoic acid methyl ester (0.40 g, 1.46 mmol) and aniline (0.23 g, 2.44 mmol) in ethanol (20 ml) was added with pyridine (0.15 g, 1.95 mmol), and the mixture was refluxed by heating for 30 hours. The reaction solution was cooled to room temperature, and then poured into ice water, and the deposited crystals were collected by filtration, washed with ethanol and water, and dried. The resulting crystals were recrystallized (acetone) to obtain 7-nitro-2-phenyl-2,3... Reactants: CN1CC=2N(C3=C(C1=O)C=CC=C3)C=NC2C(=O)NN (5-methyl-6-oxo-5,6-dihydro-4H-imidazo[1,5-a][1,4]benzodiazepine-3-carboxylic acid hydrazide), ClCC(=O)OC(CCl)=O (chloroacetic anhydride). The solvent is CN(C=O)C (N,N-dimethyl- formamide). Reaction conditions: time 8 hour. The product is ClCC1=NN=C(O1)C=1N=CN2C1CN(C(C1=C2C=CC=C1)=O)C (3-(5-chloromethyl-1,3,4-oxadiazol-2-yl)-5-methyl-5,6-dihydro-4H-imidazo[1,5-a][1,4]benzodiazepin-6-one). Yield: 60.3%. Reaction SMILES: [CH3:1][N:2]1[C:8](=[O:9])[C:7]2[CH:10]=[CH:11][CH:12]=[CH:13][C:6]=2[N:5]2[CH:14]=[N:15][C:16]([C:17]([NH:19][NH2:20])=[O:18])=[C:4]2[CH2:3]1.[Cl:21][CH2:22][C:23](OC(=O)CCl)=O>CN(C)C=O>[Cl:21][CH2:22][C:23]1[O:18][C:17]([C:16]2[N:15]=[CH:14][N:5]3[C:6]4[CH:13]=[CH:12][CH:11]=[CH:10][C:7]=4[C:8](=[O:9])[N:2]([CH3:1])[CH2:3][C:4]=23)=[N:19][N:20]=1. Procedure details: 9.4 g (34.7 mmol) of 5-methyl-6-oxo-5,6-dihydro-4H-imidazo[1,5-a][1,4]benzodiazepine-3-carboxylic acid hydrazide were stirred at room temperature for 3 hours in 75 ml of N,N-dimethyl- formamide with 27.1 g (41.5 mmol) of chloroacetic anhydride. After evaporating the solvent the residue was stirred at room temperature overnight with 75 ml of a 10% solution of phosphorus pentoxide in methanesulphonic acid. The reaction mixture was treated with ice, made alkaline with conc. sodium hydroxide solutio... Reactants: COCCOC, NO, COC(=O)c1nc(-c2ccc(Cl)c(OC)c2F)cc(N)c1Cl. Product: COc1c(Cl)ccc(-c2cc(N)c(Cl)c(C(=O)NO)n2)c1F. RXN SMILES: [CH3:25][O:26][CH2:27][CH2:28][O:29][CH3:30].[NH2:1][OH:2].[NH2:3][c:4]1[c:5]([Cl:24])[c:6]([C:20](=[O:21])[O:22][CH3:23])[n:7][c:8](-[c:10]2[c:11]([F:19])[c:12]([O:17][CH3:18])[c:13]([Cl:16])[cH:14][cH:15]2)[cH:9]1>>[NH:1]([OH:2])[C:20]([c:6]1[c:5]([Cl:24])[c:4]([NH2:3])[cH:9][c:8](-[c:10]2[c:11]([F:19])[c:12]([O:17][CH3:18])[c:13]([Cl:16])[cH:14][cH:15]2)[n:7]1)=[O:21]. The reactants are CS(=O)(=O)C1=CC=C(C=C1)B(O)O (4-(methanesulfonyl)benzeneboronic acid), COC(CC1=CC2=CC=C(C=C2C(=C1C)OS(=O)(=O)C(F)(F)F)F)=O ((6-fluoro-3-methyl-4-trifluoromethanesulfonyloxy-naphthalen-2-yl)-acetic acid methyl ester), C([O-])([O-])=O.[Cs+].[Cs+] (cesium carbonate), CN(C)C=O (DMF). Reagents/catalysts: C1=CC=C(C=C1)P([C-]2C=CC=C2)C3=CC=CC=C3.C1=CC=C(C=C1)P([C-]2C=CC=C2)C3=CC=CC=C3.Cl[Pd]Cl.[Fe+2] (1,1′-bis(diphenylphosphino)ferrocenedichloropalladium). The solvent is [Cl-].[Na+].O (brine), C(C)(=O)OCC (ethyl acetate), hexanes, C(C)(=O)OCC (ethyl acetate). Yields the product COC(CC1=CC2=CC=C(C=C2C(=C1C)C1=CC=C(C=C1)S(=O)(=O)C)F)=O ([6-fluoro-4-(4-methansulfonyl-phenyl)-3-methyl-naphthalen-2-yl]-acetic acid methyl ester). Isolated yield 84.8%. As a reaction SMILES: [CH3:1][S:2]([C:5]1[CH:10]=[CH:9][C:8](B(O)O)=[CH:7][CH:6]=1)(=[O:4])=[O:3].[CH3:14][O:15][C:16](=[O:38])[CH2:17][C:18]1[C:27]([CH3:28])=[C:26](OS(C(F)(F)F)(=O)=O)[C:25]2[C:20](=[CH:21][CH:22]=[C:23]([F:37])[CH:24]=2)[CH:19]=1.C(=O)([O-])[O-].[Cs+].[Cs+].CN(C=O)C>[Cl-].[Na+].O.C(OCC)(=O)C.C1C=CC(P(C2C=CC=CC=2)[C-]2C=CC=C2)=CC=1.C1C=CC(P(C2C=CC=CC=2)[C-]2C=CC=C2)=CC=1.Cl[Pd]Cl.[Fe+2]>[CH3:14][O:15][C:16](=[O:38])[CH2:17][C:18]1[C:27]([CH3:28])=[C:26]([C:8]2[CH:9]=[CH:10][C:5]([S:2]([CH3:1])(=[O:4])=[O:3])=[CH:6][CH:7]=2)[C:25]2[C:20](=[CH:21][CH:22]=[C:23]([F:37])[CH:24]=2)[CH:19]=1 |f:2.3.4,6.7.8,10.11.12.13|. Reported procedure: To a mixture of 4-(methanesulfonyl)benzeneboronic acid (146 mg, 0.734 mmol), (6-fluoro-3-methyl-4-trifluoromethanesulfonyloxy-naphthalen-2-yl)-acetic acid methyl ester (93 mg, 0.244 mmol), 1,1′-bis(diphenylphosphino)ferrocenedichloropalladium (II) (36 mg, 0.048 mmol), and cesium carbonate (239 mg, 0.734 mmol) was added anhydrous DMF (5 mL) at room temperature. The resulting light brown suspension was heated to reflux for 15 hours. The reaction mixture was cooled to room temperature and diluted w... Reactants: NC1=NC=2C=C(C=CC2C2=C1N=C(N2CCC)CCOC)OC2CCN(CC2)C(=O)OC(C)(C)C (tert-Butyl 4-{[4-amino-2-(2-methoxyethyl)-1-propyl-1H-imidazo[4,5-c]quinolin-7-yl]oxy}piperidine-1-carboxylate), Cl (hydrochloric acid). The solvent is C(C)O (ethanol). Product: COCCC=1N(C2=C(C(=NC=3C=C(C=CC23)OC2CCNCC2)N)N1)CCC (2-(2-methoxyethyl)-7-(piperidin-4-yloxy)-1-propyl-1H-imidazo[4,5-c]quinolin-4-ylamine). Isolated yield 101.7%. Reaction SMILES: [NH2:1][C:2]1[C:11]2[N:12]=[C:13]([CH2:18][CH2:19][O:20][CH3:21])[N:14]([CH2:15][CH2:16][CH3:17])[C:10]=2[C:9]2[CH:8]=[CH:7][C:6]([O:22][CH:23]3[CH2:28][CH2:27][N:26](C(OC(C)(C)C)=O)[CH2:25][CH2:24]3)=[CH:5][C:4]=2[N:3]=1.Cl>C(O)C>[CH3:21][O:20][CH2:19][CH2:18][C:13]1[N:14]([CH2:15][CH2:16][CH3:17])[C:10]2[C:9]3[CH:8]=[CH:7][C:6]([O:22][CH:23]4[CH2:24][CH2:25][NH:26][CH2:27][CH2:28]4)=[CH:5][C:4]=3[N:3]=[C:2]([NH2:1])[C:11]=2[N:12]=1. Procedure details: tert-Butyl 4-{[4-amino-2-(2-methoxyethyl)-1-propyl-1H-imidazo[4,5-c]quinolin-7-yl]oxy}piperidine-1-carboxylate (prepared as described in Example 387, 2.11 g, 4.36 mmol) was treated with concentrated hydrochloric acid (3 mL). After vigorous bubbling, a solution formed. The solution was diluted with ethanol (50 mL) and evaporated (3×). The resulting oil was dissolved in brine (15 mL) and water (5 mL) and made basic with 50% aqueous sodium hydroxide (approximately 1.5 mL). The aqueous layer was ext...